describe an organic reaction: reactants, conditions, products, and yield From a dataset of the Open Reaction Database (ORD), a public repository of structured organic reaction records. Starting materials: FC(C1=NNC=C1)(F)F (3-trifluoromethylpyrazole), [H-].[Na+] (NaH), C(C1=CC=CC=C1)OC(C(C(C)=O)Br)=O (2-bromo-3-oxo-butyric acid benzyl ester). Solvent: O (water), C1CCOC1 (THF). Reaction conditions: time 10 minute. Yields the product C(C1=CC=CC=C1)OC(C(C(C)=O)N1N=C(C=C1)C(F)(F)F)=O (3-Oxo-2-(3-trifluoromethyl-pyrazol-1-yl)-butyric acid benzyl ester). Reaction SMILES: [F:1][C:2]([F:9])([F:8])[C:3]1[CH:7]=[CH:6][NH:5][N:4]=1.[H-].[Na+].[CH2:12]([O:19][C:20](=[O:26])[CH:21](Br)[C:22](=[O:24])[CH3:23])[C:13]1[CH:18]=[CH:17][CH:16]=[CH:15][CH:14]=1>C1COCC1.O>[CH2:12]([O:19][C:20](=[O:26])[CH:21]([N:5]1[CH:6]=[CH:7][C:3]([C:2]([F:9])([F:8])[F:1])=[N:4]1)[C:22](=[O:24])[CH3:23])[C:13]1[CH:18]=[CH:17][CH:16]=[CH:15][CH:14]=1 |f:1.2|. Procedure: To a stirring solution of 3-trifluoromethylpyrazole (0.703 g, 5.16 mmol) in THF (36.9 ml) is added NaH (0.199 g, 4.98 mmol). The reaction mixture is stirred at RT for 10 mins and then treated with 2-bromo-3-oxo-butyric acid benzyl ester (1.0 g, 3.69 mmol). After stirring at 40° C. for 30 mins, the mixture is diluted with water (50 ml) and extracted with EtOAc (2×50 ml). The combined organics are washed with brine, dried over MgSO4 and concentrated in vacuo. The crude product is purified by ISCO ... The reactants are C1CCOC1, COC(=O)c1ccc(Cn2c(-c3cccnc3)c(C)c3cc(C#N)ccc32)cc1, CO, [Li+], [OH-]. The product is Cc1c(-c2cccnc2)n(Cc2ccc(C(=O)O)cc2)c2ccc(C#N)cc12. Reaction SMILES: [CH2:34]1[O:35][CH2:36][CH2:37][CH2:38]1.[CH3:1][O:2][C:3]([c:4]1[cH:5][cH:6][c:7]([CH2:10][n:11]2[c:12](-[c:23]3[cH:24][n:25][cH:26][cH:27][cH:28]3)[c:13]([CH3:22])[c:14]3[cH:15][c:16]([C:20]#[N:21])[cH:17][cH:18][c:19]23)[cH:8][cH:9]1)=[O:29].[CH3:32][OH:33].[Li+:30].[OH-:31]>>[O:2]=[C:3]([c:4]1[cH:5][cH:6][c:7]([CH2:10][n:11]2[c:12](-[c:23]3[cH:24][n:25][cH:26][cH:27][cH:28]3)[c:13]([CH3:22])[c:14]3[cH:15][c:16]([C:20]#[N:21])[cH:17][cH:18][c:19]23)[cH:8][cH:9]1)[OH:29]. The reactants are 3'-bromo-2',5'-di-O-acetyl-β-D-xylofuranosyl-2-(1H)-pyrimidinone, C(C)(=O)OC[C@@H]1CC[C@@H](O1)N1C(=O)N=C(NC(C)=O)C=C1 (N-acetyl 2',3'-dideoxycytidine 5'-acetate). Reagents/catalysts: S(=O)(=O)([O-])C1=CC=C(C)C=C1.C(C)[N+](CC)(CC)CC (tetraethylammonium tosylate), S(=O)(=O)([O-])C1=CC=C(C)C=C1.C(C)[N+](CC)(CC)CC (tetraethylammonium tosylate). Run in C(C)#N (acetonitrile), C(C)#N (acetonitrile). The product is C(C)(=O)OC[C@@H]1C=C[C@@H](O1)N1C(=O)N=C(NC(C)=O)C=C1 (N-Acetyl 2',3'-Didehydro-2',3'-dideoxycytidine 5'-Acetate). Reaction SMILES: [C:1]([O:4][CH2:5][C@H:6]1[O:10][C@@H:9]([N:11]2[CH:21]=[CH:20][C:15]([NH:16][C:17](=[O:19])[CH3:18])=[N:14][C:12]2=[O:13])[CH2:8][CH2:7]1)(=[O:3])[CH3:2]>S(C1C=CC(C)=CC=1)([O-])(=O)=O.C([N+](CC)(CC)CC)C.C(#N)C>[C:1]([O:4][CH2:5][C@H:6]1[O:10][C@@H:9]([N:11]2[CH:21]=[CH:20][C:15]([NH:16][C:17](=[O:19])[CH3:18])=[N:14][C:12]2=[O:13])[CH:8]=[CH:7]1)(=[O:3])[CH3:2] |f:1.2|. Procedure details: To the catholyte reservoir was added 35.0 g (0.081 mol) of 4-(acetylamino)-1-(3'-bromo-2',5'-di-O-acetyl-β-D-xylofuranosyl-2-(1H)-pyrimidinone III(a) ##STR15## R'=CH3, and 1.0 L of 0.25M tetraethylammonium tosylate in acetonitrile. To the anolyte reservoir was added 1.0 L of 0.025M tetraethylammonium tosylate in acetonitrile. Both the catholyte and anolyte were circulated through the electrolytic cell at a flow rate of 200 ml/min/cell. The cell was divided by an anion exchange membrane and the i...